Task: describe an organic reaction: reactants, conditions, products, and yield. Dataset: the Open Reaction Database (ORD), a public repository of structured organic reaction records Starting materials: COC(CCC1=CC(=CC=C1)CNCC1=CC=C(C=C1)C=1C=NC=NC1)=O (3-{3-[(4-pyrimidin-5-yl-benzylamino)-methyl]-phenyl}-propionic acid methyl ester), ClC1=CC=C(C=C1)S(=O)(=O)Cl (4-chlorobenzenesulfonyl chloride). Solvent: C(C)N(CC)CC (triethylamine). Yields the product COC(CCC1=CC(=CC=C1)CN(CC1=CC=C(C=C1)C=1C=NC=NC1)S(=O)(=O)C1=CC=C(C=C1)Cl)=O (3-(3-{[(4-Chloro-benzenesulfonyl)-(4-pyrimidin-5-yl-benzyl)-amino]-methyl}-phenyl)-propionic acid methyl ester). Reaction SMILES: [CH3:1][O:2][C:3](=[O:27])[CH2:4][CH2:5][C:6]1[CH:11]=[CH:10][CH:9]=[C:8]([CH2:12][NH:13][CH2:14][C:15]2[CH:20]=[CH:19][C:18]([C:21]3[CH:22]=[N:23][CH:24]=[N:25][CH:26]=3)=[CH:17][CH:16]=2)[CH:7]=1.[Cl:28][C:29]1[CH:34]=[CH:33][C:32]([S:35](Cl)(=[O:37])=[O:36])=[CH:31][CH:30]=1>C(N(CC)CC)C>[CH3:1][O:2][C:3](=[O:27])[CH2:4][CH2:5][C:6]1[CH:11]=[CH:10][CH:9]=[C:8]([CH2:12][N:13]([S:35]([C:32]2[CH:33]=[CH:34][C:29]([Cl:28])=[CH:30][CH:31]=2)(=[O:37])=[O:36])[CH2:14][C:15]2[CH:20]=[CH:19][C:18]([C:21]3[CH:22]=[N:23][CH:24]=[N:25][CH:26]=3)=[CH:17][CH:16]=2)[CH:7]=1. Procedure: The title compound of Step A was prepared from 3-{3-[(4-pyrimidin-5-yl-benzylamino)-methyl]-phenyl}-propionic acid methyl ester, of Step A of Example 11t, and 4-chlorobenzenesulfonyl chloride, following the method described in Example 1, Step B using triethylamine in place of N,N-diisopropylethylamine. 1H NMR (400 MHz, CDCl3) δ 9.20 (s, 1H), 8.91 (s, 2H), 7.78 (d, 2H), 7.49 (d, 2H), 7.44 (d, 2H), 7.23 (m, 2H), 7.14 (m, 1H), 7.05 (d, 1H), 6.89 (d, 1H), 6.81 (s, 1H), 4.36 (s, 2H), 4.32 (s, 2H), 3.... The reactants are CC(C)c1noc(N2CCC(Oc3cc(N4CCc5cc(C(=O)O)ccc54)ncn3)CC2)n1, CNCCO, COc1nc(OC)nc([N+]2(C)CCOCC2)n1, CC(C)O, [Cl-], O, O. The product is CC(C)c1noc(N2CCC(Oc3cc(N4CCc5cc(C(=O)N(C)CCO)ccc54)ncn3)CC2)n1. As a reaction SMILES: [CH3:1][CH:2]([CH3:3])[c:4]1[n:5][o:6][c:7]([N:9]2[CH2:10][CH2:11][CH:12]([O:15][c:16]3[cH:17][c:18]([N:22]4[CH2:23][CH2:24][c:25]5[cH:26][c:27]([C:31](=[O:32])[OH:33])[cH:28][cH:29][c:30]54)[n:19][cH:20][n:21]3)[CH2:13][CH2:14]2)[n:8]1.[CH3:34][NH:35][CH2:36][CH2:37][OH:38].[CH3:41][O:42][c:43]1[n:44][c:45]([O:46][CH3:47])[n:48][c:49]([N+:50]2([CH3:51])[CH2:52][CH2:53][O:54][CH2:55][CH2:56]2)[n:57]1.[CH:59]([OH:60])([CH3:61])[CH3:62].[Cl-:40].[OH2:39].[OH2:58]>>[CH3:1][CH:2]([CH3:3])[c:4]1[n:5][o:6][c:7]([N:9]2[CH2:10][CH2:11][CH:12]([O:15][c:16]3[cH:17][c:18]([N:22]4[CH2:23][CH2:24][c:25]5[cH:26][c:27]([C:31](=[O:32])[N:35]([CH3:34])[CH2:36][CH2:37][OH:38])[cH:28][cH:29][c:30]54)[n:19][cH:20][n:21]3)[CH2:13][CH2:14]2)[n:8]1. Starting materials: ClC1=NC=CC=C1S(=O)(=O)N (2-chloro-3-pyridylsulfonamide), COCCO (methyl cellosolve), [Na] (sodium), COCCO (methyl cellosolve). Reaction conditions: time 5 minute. The product is COCCOC1=NC=CC=C1S(=O)(=O)N (2-(2-methoxyethoxy)-3-pyridylsulfonamide). As a reaction SMILES: [Na].Cl[C:3]1[C:8]([S:9]([NH2:12])(=[O:11])=[O:10])=[CH:7][CH:6]=[CH:5][N:4]=1.[CH3:13][O:14][CH2:15][CH2:16][OH:17]>>[CH3:13][O:14][CH2:15][CH2:16][O:17][C:3]1[C:8]([S:9]([NH2:12])(=[O:11])=[O:10])=[CH:7][CH:6]=[CH:5][N:4]=1 |^1:0|. Procedure details: 4.36 g of a 55% dispersion of sodium in oil is added in portions over 15 minutes and under nitrogen to 25 ml of methyl cellosolve. A solution of 9.6 g of 2-chloro-3-pyridylsulfonamide in 25 ml of methyl cellosolve is then added dropwise, with stirring, to the above dispersion over 5 minutes. The reaction mixture is then stirred for 1 hour at reflux temperature and concentrated in vacuo. The residue is acidified to pH 2 with about 25 ml of aqueous HCl at a temperature below 15° C., then stirred a... Starting materials: [Cl-] (chloride), C(C)CC(C)(NC(C)C)CC (diethyldiisopropylamine), [Si](C)(C)(C(C)(C)C)OCC1=CC(=C(C=C1OC)NC(C=C)=O)Cl (N-[4-({[tert-butyl(dimethyl)silyl]oxy}methyl)-2-chloro-5-methoxyphenyl]-acrylamide). Yields the product [Si](C)(C)(C(C)(C)C)OCC1=C(C=C(C=C1)NC(C=C)=O)OC (N-[4-({[tert-butyl(dimethyl)silyl]oxy}methyl)-3-methoxyphenyl]acrylamide). As a reaction SMILES: [Cl-].C(CC(CC)(NC(C)C)C)C.[Si:13]([O:20][CH2:21][C:22]1[C:27]([O:28][CH3:29])=[CH:26][C:25]([NH:30][C:31](=[O:34])[CH:32]=[CH2:33])=[C:24](Cl)[CH:23]=1)([C:16]([CH3:19])([CH3:18])[CH3:17])([CH3:15])[CH3:14]>>[Si:13]([O:20][CH2:21][C:22]1[CH:23]=[CH:24][C:25]([NH:30][C:31](=[O:34])[CH:32]=[CH2:33])=[CH:26][C:27]=1[O:28][CH3:29])([C:16]([CH3:19])([CH3:18])[CH3:17])([CH3:14])[CH3:15]. Procedure details: Obtained as a solid (63%) from [4-({[tert-butyl(dimethyl)silyl]oxy}methyl)-3-methoxyphenyl]amine (intermediate 99; 5 g, 18.7 mmol), acryloil chloride (1.98 mL, 24.28 mmol) and diethyldiisopropylamine (4.9 mL, 28.06 mmol) following the experimental procedure as described in intermediate 40. The crude obtained was purified by column chromatography with silica gel, eluting with methylene chloride. The reactants are ClC1=NC=CN=C1 (2-Chloropyrazine), CNN (methylhydrazine). Yields the product CN(N)C1=NC=CN=C1 (N-Methyl-N-pyrazin-2-yl-hydrazine). The yield is 35.9%. As a reaction SMILES: Cl[C:2]1[CH:7]=[N:6][CH:5]=[CH:4][N:3]=1.[CH3:8][NH:9][NH2:10]>>[CH3:8][N:9]([C:2]1[CH:7]=[N:6][CH:5]=[CH:4][N:3]=1)[NH2:10]. Reported procedure: 2-Chloropyrazine (1 g, 8.3 mmol) and methylhydrazine (1.31 mL, 25 mmol) were mixed together in a flask fitted with a water condenser. After a few minutes an exotherm was observed. After 16 h the excess methylhydrazine was removed under reduced pressure. The cooled residue was stirred with aqueous sodium hydroxide solution (20 ml of 20%), and the resulting solution was extracted with ether (6×100 ml). The combined extracts were dried (K2CO3) and concentrated to give a light orange solid 370 mg of... The reactants are CC(=O)O[BH-](OC(C)=O)OC(C)=O, CC(=O)O, ClCCl, CCCn1c(=O)c2[nH]c(C34CCC(N)(CC3)CC4)nc2n(CCC)c1=O, [Na+], O=Cc1cccs1. RXN SMILES: [C:38]([O:39][BH-:40]([O:41][C:42](=[O:43])[CH3:44])[O:45][C:46](=[O:47])[CH3:48])(=[O:49])[CH3:50].[CH3:34][C:35](=[O:36])[OH:37].[Cl:52][CH2:53][Cl:54].[NH2:1][C:2]12[CH2:3][CH2:4][C:5]([c:10]3[n:11][c:12]4[n:13]([CH2:24][CH2:25][CH3:26])[c:14](=[O:23])[n:15]([CH2:20][CH2:21][CH3:22])[c:16](=[O:19])[c:17]4[nH:18]3)([CH2:6][CH2:7]1)[CH2:8][CH2:9]2.[Na+:51].[s:27]1[c:28]([CH:32]=[O:33])[cH:29][cH:30][cH:31]1>>[NH:1]([C:2]12[CH2:3][CH2:4][C:5]([c:10]3[n:11][c:12]4[n:13]([CH2:24][CH2:25][CH3:26])[c:14](=[O:23])[n:15]([CH2:20][CH2:21][CH3:22])[c:16](=[O:19])[c:17]4[nH:18]3)([CH2:6][CH2:7]1)[CH2:8][CH2:9]2)[CH2:32][c:28]1[s:27][cH:31][cH:30][cH:29]1. The product is CCCn1c(=O)c2[nH]c(C34CCC(NCc5cccs5)(CC3)CC4)nc2n(CCC)c1=O. Product: C1(C=2C(C(N1CC1=CC=C(C=C1)C=CC1=CC=C(C#N)C=C1)=O)=CC=CC2)=O (4-[2-(4-phthalimidomethylphenyl)ethenyl]benzonitrile). Run in CO (methanol), CO (methanol). The reactants are C[O-].[Na+] (sodium methoxide), C(#N)C1=CC=C(C=O)C=C1 (p-cyanobenzaldehyde), [Br-].C1(C=2C(C(N1CC1=CC=C(C[P+](C3=CC=CC=C3)(C3=CC=CC=C3)C3=CC=CC=C3)C=C1)=O)=CC=CC2)=O (4-phthalimidomethylbenzyltriphenylphosphonium bromide). Run at time 5 minute. Procedure details: Into 800 ml of anhydrous methanol, was dissolved 35.5 g of 4-phthalimidomethylbenzyltriphenylphosphonium bromide. To the resulting solution, through which argon had been passed with stirring for 5 minutes, was added at room temperature slowly dropwise 11.6 ml of anhydrous methanol containing 28% of sodium methoxide. After 10 minutes, 7.9 g of p-cyanobenzaldehyde was added to the reaction mixture and the mixture was stirred at room temperature for 15 hours. The precipitated crystals were collecte... As a reaction SMILES: [Br-].C1(=O)[N:6]([CH2:7][C:8]2[CH:33]=[CH:32][C:11]([CH2:12][P+](C3C=CC=CC=3)(C3C=CC=CC=3)C3C=CC=CC=3)=[CH:10][CH:9]=2)[C:5](=[O:34])[C:4]2=[CH:35][CH:36]=[CH:37][CH:38]=[C:3]12.[CH3:40][O-:41].[Na+].[C:43]([C:45]1[CH:52]=[CH:51][C:48]([CH:49]=O)=[CH:47][CH:46]=1)#[N:44]>CO>[C:5]1(=[O:34])[N:6]([CH2:7][C:8]2[CH:9]=[CH:10][C:11]([CH:12]=[CH:49][C:48]3[CH:51]=[CH:52][C:45]([C:43]#[N:44])=[CH:46][CH:47]=3)=[CH:32][CH:33]=2)[C:40](=[O:41])[C:35]2=[CH:36][CH:37]=[CH:38][CH:3]=[C:4]12 |f:0.1,2.3|.